Dataset: the Open Reaction Database (ORD), a public repository of structured organic reaction records. Task: describe an organic reaction: reactants, conditions, products, and yield Reactants: C(CCC)[Li] (n-butyl lithium), ClC1=C(C=CC(=C1Cl)C(=O)C1=CC=NN1C)O (2,3-dichloro-4-(1-methyl-5-pyrazolylcarbonyl)phenol), [Cl-].[NH4+] (ammonium chloride). The reagents and catalysts are [Br-].C[P+](C1=CC=CC=C1)(C1=CC=CC=C1)C1=CC=CC=C1 (methyltriphenylphophonium bromide). Reaction conditions: time 18 hour. The product is ClC1=C(C=CC(=C1Cl)C(=C)C1=CC=NN1C)O (2,3-dichloro-4-[1-(1-methyl-5-pyrazolyl)vinyl]phenol). RXN SMILES: [Cl:1][C:2]1[C:7]([Cl:8])=[C:6]([C:9]([C:11]2[N:15]([CH3:16])[N:14]=[CH:13][CH:12]=2)=O)[CH:5]=[CH:4][C:3]=1[OH:17].[CH2:18]([Li])CCC.[Cl-].[NH4+]>O1CCCC1.CS(C)=O.[Br-].C[P+](C1C=CC=CC=1)(C1C=CC=CC=1)C1C=CC=CC=1.CCCCCC>[Cl:1][C:2]1[C:7]([Cl:8])=[C:6]([C:9]([C:11]2[N:15]([CH3:16])[N:14]=[CH:13][CH:12]=2)=[CH2:18])[CH:5]=[CH:4][C:3]=1[OH:17] |f:2.3,4.5,6.7|. Run in CCCCCC (hexane), O1CCCC1.CS(=O)C (tetrahydrofuran dimethylsulfoxide). Procedure details: A solution of 2.71 g of 2,3-dichloro-4-(1-methyl-5-pyrazolylcarbonyl)phenol in tetrahydrofuran-dimethylsulfoxide is added dropwise to an ylide solution prepared from a solution of 8.57 g of methyltriphenylphophonium bromide in tetrahydrofurandimethylsulfoxide and 13.8 ml of 1.6M n-butyl lithium in hexane. The mixture is stirred at room temperature for 18 hours, and further stirred at 65° C. for 2 hours. The reaction mixture is poured into an aqueous saturated ammonium chloride solution and then ... Starting materials: O=C([O-])[O-], C1COCCO1, Cn1ncc2cc(B(O)O)ccc21, CCOC(C)=O, [Cs+], [Cs+], COC(=O)CCc1cc(Br)c(N)cc1C, O. Product: COC(=O)CCc1cc(-c2ccc3c(cnn3C)c2)c(N)cc1C. RXN SMILES: [C:29](=[O:30])([O-:31])[O-:32].[CH2:36]1[O:37][CH2:38][CH2:39][O:40][CH2:41]1.[CH3:16][n:17]1[n:18][cH:19][c:20]2[cH:21][c:22]([B:26]([OH:27])[OH:28])[cH:23][cH:24][c:25]12.[CH3:42][CH2:43][O:44][C:45](=[O:46])[CH3:47].[Cs+:33].[Cs+:34].[NH2:1][c:2]1[cH:3][c:4]([CH3:15])[c:5]([CH2:9][CH2:10][C:11](=[O:12])[O:13][CH3:14])[cH:6][c:7]1[Br:8].[OH2:35]>>[NH2:1][c:2]1[cH:3][c:4]([CH3:15])[c:5]([CH2:9][CH2:10][C:11](=[O:12])[O:13][CH3:14])[cH:6][c:7]1-[c:22]1[cH:21][c:20]2[cH:19][n:18][n:17]([CH3:16])[c:25]2[cH:24][cH:23]1.